Dataset: the Open Reaction Database (ORD), a public repository of structured organic reaction records. Task: describe an organic reaction: reactants, conditions, products, and yield Starting materials: OC(C(=O)NNC(C1=C(C=C(C=C1OCC1=CC=CC=C1)OCC1=CC=CC=C1)Cl)=O)C1=CC(=CC=C1)O (N′-[2-hydroxy-2-(3-hydroxyphenyl)acetyl]-2-chloro-4,6-dibenzyloxybenzohydrazide), Cl (HCl). The solvent is C1CCOC1 (THF). Yields the product OC(C(=O)NNC(C1=C(C=C(C=C1O)O)Cl)=O)C1=CC(=CC=C1)O (N′-[2-hydroxy-2-(3-hydroxyphenyl)acetyl]-2-chloro-4,6-dihydroxybenzohydrazide). As a reaction SMILES: [OH:1][CH:2]([C:32]1[CH:37]=[CH:36][CH:35]=[C:34]([OH:38])[CH:33]=1)[C:3]([NH:5][NH:6][C:7](=[O:31])[C:8]1[C:13]([O:14]CC2C=CC=CC=2)=[CH:12][C:11]([O:22]CC2C=CC=CC=2)=[CH:10][C:9]=1[Cl:30])=[O:4].Cl>C1COCC1>[OH:1][CH:2]([C:32]1[CH:37]=[CH:36][CH:35]=[C:34]([OH:38])[CH:33]=1)[C:3]([NH:5][NH:6][C:7](=[O:31])[C:8]1[C:13]([OH:14])=[CH:12][C:11]([OH:22])=[CH:10][C:9]=1[Cl:30])=[O:4]. Procedure details: 720 mg of N′-[2-hydroxy-2-(3-hydroxyphenyl)acetyl]-2-chloro-4,6-dibenzyloxybenzohydrazide in 20 ml of THF+0.2 ml of 32% HCl are hydrogenated with the calculated amount of H2 using 360 mg of PdoC. The hydrogenation solution is evaporated and chromatographed on silica gel. The uniform fractions are combined, evaporated and recrystallised from EtOAc. Yield 310 mg (65%) of “A15”, m.p. 230-231°. The reactants are Cn1ncc2c(N)cccc21, Cc1ccccc1, O=C=NCc1ccc(Cl)c(Cl)c1. Product: Cn1ncc2c(NC(=O)NCc3ccc(Cl)c(Cl)c3)cccc21. Reaction SMILES: [CH3:1][n:2]1[n:3][cH:4][c:5]2[c:6]([NH2:11])[cH:7][cH:8][cH:9][c:10]12.[CH3:24][c:25]1[cH:26][cH:27][cH:28][cH:29][cH:30]1.[Cl:12][c:13]1[cH:14][c:15]([CH2:16][N:17]=[C:18]=[O:19])[cH:20][cH:21][c:22]1[Cl:23]>>[CH3:1][n:2]1[n:3][cH:4][c:5]2[c:6]([NH:11][C:18]([NH:17][CH2:16][c:15]3[cH:14][c:13]([Cl:12])[c:22]([Cl:23])[cH:21][cH:20]3)=[O:19])[cH:7][cH:8][cH:9][c:10]12. Starting materials: C(=S)=S (carbon disulfide), FC1=C(C=CC=C1)OC (o-fluoroanisole), O (water), BrBr (bromine). Product: 70.9, BrC1=CC(=C(C=C1)OC)F (4-bromo-2-fluoroanisole). Reaction SMILES: C(=S)=S.[Br:4]Br.O.[F:7][C:8]1[CH:13]=[CH:12][CH:11]=[CH:10][C:9]=1[O:14][CH3:15]>>[Br:4][C:12]1[CH:11]=[CH:10][C:9]([O:14][CH3:15])=[C:8]([F:7])[CH:13]=1. Reported procedure: To 50 ml of carbon disulfide in which 50 g of o-fluoroanisole was dissolved, a solution prepared by mixing 27 g of carbon dislufide with 63.8 g of bromine was slowly added dropwise at a temperature of -5° C. to 5° C. in 1 hour with stirring. After the dropping of the solution was finished, it was further stirred at 5° C. for 30 min, added with 125 ml of water, and subjected to extraction with chloroform. The chloroform layer was washed with an aqueous sodium thiosulfate (Na2S2O3) solution and an... Run at time 8 hour. Procedure details: A solution of 1H-imidazole-4-carbaldehyde (1.92 g, 20 mmol) in anhydrous THF (32 mL) and DMF (8 mL) was treated with sodium hydride (60% dispersion in mineral oil, 880 mg, 22 mmol) for 5 mins. 2-Bromoacetamide (3.59 g, 26 mmol) was added and the reaction was stirred continuously overnight. The THF was concentrated, loaded on a silica column, and eluted with 20% methanol in dichloromethane. The solvent was evaporated to yield 2.70 g of the product as a white solid (88.2%). HPLC Method D, r.t.=1.5... Solvent: C1CCOC1 (THF), CN(C)C=O (DMF). Yield: 88.2%. RXN SMILES: [NH:1]1[CH:5]=[C:4]([CH:6]=[O:7])[N:3]=[CH:2]1.[H-].[Na+].Br[CH2:11][C:12]([NH2:14])=[O:13]>C1COCC1.CN(C=O)C>[CH:6]([C:4]1[N:3]=[CH:2][N:1]([CH2:11][C:12]([NH2:14])=[O:13])[CH:5]=1)=[O:7] |f:1.2|. Starting materials: N1C=NC(=C1)C=O (1H-imidazole-4-carbaldehyde), [H-].[Na+] (sodium hydride), BrCC(=O)N (2-Bromoacetamide). The product is C(=O)C=1N=CN(C1)CC(=O)N (2-(4-Formyl-imidazol-1-yl)-acetamide). Reactants: OCCSCCSCCO, CO, CC(C)(C)OC(=O)N1CCC(CC#CCO)CC1. Product: CC(C)(C)OC(=O)N1CCC(CC=CCO)CC1. Reaction SMILES: [CH2:19]([OH:20])[CH2:21][S:22][CH2:23][CH2:24][S:25][CH2:26][CH2:27][OH:28].[CH3:29][OH:30].[OH:1][CH2:2][C:3]#[C:4][CH2:5][CH:6]1[CH2:7][CH2:8][N:9]([C:12](=[O:13])[O:14][C:15]([CH3:16])([CH3:17])[CH3:18])[CH2:10][CH2:11]1>>[OH:1][CH2:2][CH:3]=[CH:4][CH2:5][CH:6]1[CH2:7][CH2:8][N:9]([C:12](=[O:13])[O:14][C:15]([CH3:16])([CH3:17])[CH3:18])[CH2:10][CH2:11]1. The reactants are COC1Cc2ccccc2C1Nc1cc(OC2CC(CO[Si](C)(C)C(C)(C)C)C(O[Si](C)(C)C(C)(C)C)C2)ncn1, C1CCOC1, CC(=O)O, O. Product: COC1Cc2ccccc2C1Nc1cc(OC2CC(CO)C(O[Si](C)(C)C(C)(C)C)C2)ncn1. RXN SMILES: [C:1]([CH3:2])([CH3:3])([CH3:4])[Si:5]([O:6][CH:7]1[CH2:8][CH:9]([O:21][c:22]2[cH:23][c:24]([NH:28][CH:29]3[CH:30]([O:38][CH3:39])[CH2:31][c:32]4[cH:33][cH:34][cH:35][cH:36][c:37]43)[n:25][cH:26][n:27]2)[CH2:10][CH:11]1[CH2:12][O:13][Si:14]([C:15]([CH3:16])([CH3:17])[CH3:18])([CH3:19])[CH3:20])([CH3:40])[CH3:41].[CH2:46]1[O:47][CH2:48][CH2:49][CH2:50]1.[CH3:42][C:43](=[O:44])[OH:45].[OH2:51]>>[C:1]([CH3:2])([CH3:3])([CH3:4])[Si:5]([O:6][CH:7]1[CH2:8][CH:9]([O:21][c:22]2[cH:23][c:24]([NH:28][CH:29]3[CH:30]([O:38][CH3:39])[CH2:31][c:32]4[cH:33][cH:34][cH:35][cH:36][c:37]43)[n:25][cH:26][n:27]2)[CH2:10][CH:11]1[CH2:12][OH:13])([CH3:40])[CH3:41]. Product: N[C@H](CC)C=1C(=C(C(=O)C=2C=CC(=NC2)C(=O)N)C(=CC1)Cl)F (5-[3-((R)-1-amino-propyl)-6-chloro-2-fluoro-benzoyl]-pyridine-2-carboxylic acid amide). Reported procedure: To a solution of 5-[3-((R)-1-tert-Butoxycarbonylamino-propyl)-6-chloro-2-fluoro-benzoyl]-pyridine-2-carboxylic acid (Example 19)) in dichloromethane (8 ml) was added ammonium chloride (0.057 g, 0.65 mmol), DIPEA (0.137 mL, 0.78 mmol) and then HATU (0.06 g, 0.156 mmol) and the reaction stirred for 1 h. Further HATU totalling (0.12 g, 0.312 mmol) added. The reaction performed on a further (57 mg), both reactions combined and diluted with dichloromethane washed with water. The organic extract was d... Starting materials: C(C)(C)(C)OC(N[C@H](CC)C1=C(C(=C(C=C1)Cl)C(=O)C=1C=NC(=CC1)C(N)=O)F)=O ({(R)-1-[3-(6-Carbamoyl-pyridine-3-carbonyl)-4-chloro-2-fluoro-phenyl]-propyl}-carbamic acid tert-butyl ester), Cl.CCOC(=O)C (HCl EtOAc). Reaction SMILES: C(OC(=O)[NH:7][C@@H:8]([C:11]1[CH:16]=[CH:15][C:14]([Cl:17])=[C:13]([C:18]([C:20]2[CH:21]=[N:22][C:23]([C:26](=[O:28])[NH2:27])=[CH:24][CH:25]=2)=[O:19])[C:12]=1[F:29])[CH2:9][CH3:10])(C)(C)C.Cl.CCOC(C)=O>>[NH2:7][C@@H:8]([C:11]1[C:12]([F:29])=[C:13]([C:14]([Cl:17])=[CH:15][CH:16]=1)[C:18]([C:20]1[CH:25]=[CH:24][C:23]([C:26]([NH2:27])=[O:28])=[N:22][CH:21]=1)=[O:19])[CH2:9][CH3:10] |f:1.2|. Isolated yield 54.3%. Reaction conditions: time 1 hour. The reactants are Cc1ccccc1, CC(=O)c1ccccc1, Cl, CON=O, [Na+], [OH-]. The product is COC(OC)C(=O)c1ccccc1. As a reaction SMILES: [CH3:17][c:18]1[cH:19][cH:20][cH:21][cH:22][cH:23]1.[CH3:2][C:3](=[O:4])[c:5]1[cH:6][cH:7][cH:8][cH:9][cH:10]1.[ClH:1].[N:11](=[O:12])[O:13][CH3:14].[Na+:16].[OH-:15]>>[CH:2]([C:3](=[O:4])[c:5]1[cH:6][cH:7][cH:8][cH:9][cH:10]1)([O:13][CH3:14])[O:15][CH3:17]. The reactants are COC(C1=C(C=CC=C1)CBr)=O (2-bromomethyl-benzoic acid methyl ester), C(C)OP(OCC)OCC (phosphorous acid triethyl ester). Reaction conditions: temperature 150 celsius, time 16 hour. Product: COC(C1=C(C=CC=C1)CP(=O)(OCC)OCC)=O (2-(diethoxy-phosphorylmethyl)-benzoic acid methyl ester). Isolated yield 104.7%. Reaction SMILES: [CH3:1][O:2][C:3](=[O:12])[C:4]1[CH:9]=[CH:8][CH:7]=[CH:6][C:5]=1[CH2:10]Br.[CH2:13]([O:15][P:16]([O:20]CC)[O:17][CH2:18][CH3:19])[CH3:14]>>[CH3:1][O:2][C:3](=[O:12])[C:4]1[CH:9]=[CH:8][CH:7]=[CH:6][C:5]=1[CH2:10][P:16]([O:17][CH2:18][CH3:19])([O:15][CH2:13][CH3:14])=[O:20]. Procedure details: A mixture of 2-bromomethyl-benzoic acid methyl ester (5 g; 21.83 mmol; 1 eq.) and phosphorous acid triethyl ester (4.53 mL; 26.19 mmol; 1.2 eq.) was stirred at 150° C. for 16 hours then concentrated in vacuo to afford the title compound (6.54 g, quantitative) a yellow oil. HPLC (max plot) 88.8%; Rt 3.11 min. Starting materials: [Al+3], [H-], [H-], [H-], [H-], [Li+], CC(C(N)=O)C(N)c1ccccc1, C1CCOC1. Product: CC(CN)C(N)c1ccccc1. RXN SMILES: [Al+3:2].[H-:1].[H-:4].[H-:5].[H-:6].[Li+:3].[NH2:7][CH:8]([CH:9]([C:10](=[O:11])[NH2:12])[CH3:13])[c:14]1[cH:15][cH:16][cH:17][cH:18][cH:19]1.[O:20]1[CH2:21][CH2:22][CH2:23][CH2:24]1>>[NH2:7][CH:8]([CH:9]([CH2:10][NH2:12])[CH3:13])[c:14]1[cH:15][cH:16][cH:17][cH:18][cH:19]1.